This data is from the Open Reaction Database (ORD), a public repository of structured organic reaction records. The task is: describe an organic reaction: reactants, conditions, products, and yield The reactants are CC(=O)O[BH-](OC(C)=O)OC(C)=O, C=O, ClCCl, O=C(OCc1ccccc1)N1CCNC2CCCCC21, [Na+]. Product: CN1CCN(C(=O)OCc2ccccc2)C2CCCCC21. RXN SMILES: [C:23]([O:24][BH-:25]([O:26][C:27](=[O:28])[CH3:29])[O:30][C:31](=[O:32])[CH3:33])(=[O:34])[CH3:35].[CH2:21]=[O:22].[Cl:37][CH2:38][Cl:39].[N:1]1([C:11](=[O:12])[O:13][CH2:14][c:15]2[cH:16][cH:17][cH:18][cH:19][cH:20]2)[CH2:2][CH2:3][NH:4][CH:5]2[CH2:6][CH2:7][CH2:8][CH2:9][CH:10]12.[Na+:36]>>[N:1]1([C:11](=[O:12])[O:13][CH2:14][c:15]2[cH:16][cH:17][cH:18][cH:19][cH:20]2)[CH2:2][CH2:3][N:4]([CH3:23])[CH:5]2[CH2:6][CH2:7][CH2:8][CH2:9][CH:10]12.